Dataset: the Open Reaction Database (ORD), a public repository of structured organic reaction records. Task: describe an organic reaction: reactants, conditions, products, and yield The reactants are C[C@@]1(CCN2C(O1)=NC(=C2)[N+](=O)[O-])CO ([(7R)-7-methyl-2-nitro-6,7-dihydro-5H-imidazo[2,1-b][1,3]oxazin-7-yl]methanol), BrC1=CC=C(CBr)C=C1 (4-bromobenzyl bromide), [H-].[Na+] (NaH). Yields the product BrC1=CC=C(COC[C@]2(CCN3C(O2)=NC(=C3)[N+](=O)[O-])C)C=C1 ((7R)-7-{[(4-bromobenzyl)oxy]methyl}-7-methyl-2-nitro-6,7-dihydro-5H-imidazo[2,1-b][1,3]oxazine). The yield is 57.0%. RXN SMILES: [CH3:1][C@@:2]1([CH2:14][OH:15])[O:7][C:6]2=[N:8][C:9]([N+:11]([O-:13])=[O:12])=[CH:10][N:5]2[CH2:4][CH2:3]1.[Br:16][C:17]1[CH:24]=[CH:23][C:20]([CH2:21]Br)=[CH:19][CH:18]=1.[H-].[Na+]>>[Br:16][C:17]1[CH:24]=[CH:23][C:20]([CH2:21][O:15][CH2:14][C@:2]2([CH3:1])[O:7][C:6]3=[N:8][C:9]([N+:11]([O-:13])=[O:12])=[CH:10][N:5]3[CH2:4][CH2:3]2)=[CH:19][CH:18]=1 |f:2.3|. Procedure: Alkylation of (R)-alcohol 159 with 4-bromobenzyl bromide (1.3 equiv.) and NaH (1.5 equiv.) as in Example 2UU above for 3 h, followed by chromatography of the product on silica gel, eluting with CH2Cl2 (foreruns) and then with 1% EtOAc/CH2Cl2, gave (7R)-7-{[(4-bromobenzyl)oxy]methyl}-7-methyl-2-nitro-6,7-dihydro-5H-imidazo[2,1-b][1,3]oxazine (160) (349 mg, 57%) as a white solid: mp (CH2Cl2/hexane) 157-159° C.; 1H NMR (CDCl3) δ 7.46 (dt, J=8.3, 2.0 Hz, 2H), 7.39 (s, 1H), 7.12 (br d, J=8.3 Hz, 2H),... Starting materials: C(C)O (ethanol), Cl (hydrogen chloride), solution, NC1=NC=2C=CC=CC2C2=C1N=C(N2CCCC(C)=O)COCC (5-(4-amino-2-ethoxymethyl-1H-imidazo[4,5-c]quinolin-1-yl)pentan-2-one), Cl.CON (O-methylhydroxylamine hydrochloride). Run in C(C)OCC (diethyl ether), C(C)OCC (diethyl ether). Yields the product Cl.CON=C(C)CCCN1C(=NC=2C(=NC=3C=CC=CC3C21)N)COCC (5-(4-amino-2-ethoxymethyl-1H-imidazo[4,5-c]quinolin-1-yl)pentan-2-one O-methyloxime hydrochloride). As a reaction SMILES: [NH2:1][C:2]1[C:11]2[N:12]=[C:13]([CH2:21][O:22][CH2:23][CH3:24])[N:14]([CH2:15][CH2:16][CH2:17][C:18](=O)[CH3:19])[C:10]=2[C:9]2[CH:8]=[CH:7][CH:6]=[CH:5][C:4]=2[N:3]=1.[ClH:25].[CH3:26][O:27][NH2:28].C(O)C.Cl>C(OCC)C>[ClH:25].[CH3:26][O:27][N:28]=[C:18]([CH2:17][CH2:16][CH2:15][N:14]1[C:10]2[C:9]3[CH:8]=[CH:7][CH:6]=[CH:5][C:4]=3[N:3]=[C:2]([NH2:1])[C:11]=2[N:12]=[C:13]1[CH2:21][O:22][CH2:23][CH3:24])[CH3:19] |f:1.2,6.7|. Reported procedure: By the general method described in Part F of Example 30, 5-(4-amino-2-ethoxymethyl-1H-imidazo[4,5-c]quinolin-1-yl)pentan-2-one was reacted with O-methylhydroxylamine hydrochloride. The product was dissolved a mixture of ethanol and diethyl ether, and a solution of hydrogen chloride (1 equivalent of a 1.0 M solution in diethyl ether) was added. A precipitate formed, and the solvents were removed under reduced pressure. The resulting solid was recrystallized from a mixture of ethanol and diethyl e... Starting materials: C1(CCCCC1)C=1C=2C=CC(=CC2N2C1C1=C(CN(CC2)CC(=O)N(CC=2C=NC=CC2)C)C=CC=C1)C(=O)OC (methyl 14-cyclohexyl-6-{2-[methyl(pyridin-3-ylmethyl)amino]-2-oxoethyl}-5,6,7,8-tetrahydroindolo[2,1-a][2,5]benzodiazocine-11-carboxylate), S(C)C (Me2S). Solvent: C1CCOC1 (THF). Conditions: time 8 hour. Product: C1(CCCCC1)C=1C=2C=CC(=CC2N2C1C1=C(CN(CC2)CCN(CC=2C=NC=CC2)C)C=CC=C1)C(=O)OC (methyl 14-cyclohexyl-6-{2-[methyl(pyridin-3-ylmethyl)amino]ethyl}-5,6,7,8-tetrahydroindolo[2,1-a][2.5]benzodiazocine-11-carboxylate). Reaction SMILES: [CH:1]1([C:7]2[C:8]3[CH:9]=[CH:10][C:11]([C:38]([O:40][CH3:41])=[O:39])=[CH:12][C:13]=3[N:14]3[CH2:21][CH2:20][N:19]([CH2:22][C:23]([N:25]([CH3:33])[CH2:26][C:27]4[CH:28]=[N:29][CH:30]=[CH:31][CH:32]=4)=O)[CH2:18][C:17]4[CH:34]=[CH:35][CH:36]=[CH:37][C:16]=4[C:15]=23)[CH2:6][CH2:5][CH2:4][CH2:3][CH2:2]1.S(C)C>C1COCC1>[CH:1]1([C:7]2[C:8]3[CH:9]=[CH:10][C:11]([C:38]([O:40][CH3:41])=[O:39])=[CH:12][C:13]=3[N:14]3[CH2:21][CH2:20][N:19]([CH2:22][CH2:23][N:25]([CH3:33])[CH2:26][C:27]4[CH:28]=[N:29][CH:30]=[CH:31][CH:32]=4)[CH2:18][C:17]4[CH:34]=[CH:35][CH:36]=[CH:37][C:16]=4[C:15]=23)[CH2:6][CH2:5][CH2:4][CH2:3][CH2:2]1. Procedure details: To a solution of methyl 14-cyclohexyl-6-{2-[methyl(pyridin-3-ylmethyl)amino]-2-oxoethyl}-5,6,7,8-tetrahydroindolo[2,1-a][2,5]benzodiazocine-11-carboxylate in THF (0.05 M), BH3.Me2S (20 eq, 2 M solution in THF) was added. The solution was stirred overnight at RT. The solution was carefully quenched by adding 1.25 N HCl in MeOH until effervescence subsided. Then the volatiles were driven off by boiling the mixture to dryness. The crude residue was used directly in the next step; MS (ES+) m/z 537 (...